From a dataset of the Open Reaction Database (ORD), a public repository of structured organic reaction records. describe an organic reaction: reactants, conditions, products, and yield The reactants are COc1cc(Nc2nc3c(c(C(C)n4nc(C)cc4C)n2)CN(C(=O)OC(C)(C)C)CC3)ccc1-n1cnc(C)c1, ClCCl, O=C(O)C(F)(F)F, [Na+], O=C([O-])O. The product is COc1cc(Nc2nc3c(c(C(C)n4nc(C)cc4C)n2)CNCC3)ccc1-n1cnc(C)c1. Reaction SMILES: [CH3:1][c:2]1[n:3][n:4]([CH:8]([CH3:9])[c:10]2[c:11]3[c:12]([n:13][c:14]([NH:16][c:17]4[cH:18][c:19]([O:29][CH3:30])[c:20](-[n:23]5[cH:24][n:25][c:26]([CH3:28])[cH:27]5)[cH:21][cH:22]4)[n:15]2)[CH2:31][CH2:32][N:33]([C:35]([O:36][C:37]([CH3:38])([CH3:39])[CH3:40])=[O:41])[CH2:34]3)[c:5]([CH3:7])[cH:6]1.[Cl:54][CH2:55][Cl:56].[F:42][C:43]([F:44])([F:45])[C:46]([OH:47])=[O:48].[Na+:53].[O-:49][C:50]([OH:51])=[O:52]>>[CH3:1][c:2]1[n:3][n:4]([CH:8]([CH3:9])[c:10]2[c:11]3[c:12]([n:13][c:14]([NH:16][c:17]4[cH:18][c:19]([O:29][CH3:30])[c:20](-[n:23]5[cH:24][n:25][c:26]([CH3:28])[cH:27]5)[cH:21][cH:22]4)[n:15]2)[CH2:31][CH2:32][NH:33][CH2:34]3)[c:5]([CH3:7])[cH:6]1. The reactants are CCO, N#CBr, CCCNCc1cc(-c2ccccc2CCNS(=O)(=O)c2ccccc2)ccc1N. Yields the product CCCN1Cc2cc(-c3ccccc3CCNS(=O)(=O)c3ccccc3)ccc2N=C1N. As a reaction SMILES: [CH3:34][CH2:35][OH:36].[N:1]#[C:2][Br:3].[NH2:4][c:5]1[c:6]([CH2:29][NH:30][CH2:31][CH2:32][CH3:33])[cH:7][c:8](-[c:11]2[c:12]([CH2:17][CH2:18][NH:19][S:20](=[O:21])(=[O:22])[c:23]3[cH:24][cH:25][cH:26][cH:27][cH:28]3)[cH:13][cH:14][cH:15][cH:16]2)[cH:9][cH:10]1>>[NH2:1][C:2]1=[N:4][c:5]2[c:6]([cH:7][c:8](-[c:11]3[c:12]([CH2:17][CH2:18][NH:19][S:20](=[O:21])(=[O:22])[c:23]4[cH:24][cH:25][cH:26][cH:27][cH:28]4)[cH:13][cH:14][cH:15][cH:16]3)[cH:9][cH:10]2)[CH2:29][N:30]1[CH2:31][CH2:32][CH3:33]. Reactants: CCCCCCOC(=O)/N=C(/C=1C=CC(=CC1)NCC2=NC=3C=C(C=CC3N2C)C(=O)N(CCC(=O)OCC)C=4C=CC=CN4)\N (Dabigatran etexilate), CCCCCCOC(=O)/N=C(/C=1C=CC(=CC1)NCC2=NC=3C=C(C=CC3N2C)C(=O)N(CCC(=O)OCC)C=4C=CC=CN4)\N (dabigatran etexilate), NC=1C=C(C(=O)N(CCC(=O)OCC)C2=NC=CC=C2)C=CC1NC (ethyl 3-{[3-amino-4-(methylamino)benzoyl](pyridin-2-yl)amino}propanoate), NC=1C=C(C(=O)N(CCC(=O)OCC)C2=NC=CC=C2)C=CC1NC (ethyl 3-{[3-amino-4-(methylamino)benzoyl](pyridin-2-yl)amino}propanoate), C(#N)C1=CC=C(C=C1)NCC(=O)O (N-(4-cyanophenyl)glycine), C(#N)C1=CC=C(C=C1)NCC(=O)O (N-(4-cyanophenyl)glycine), N,N′-carbonyldiimidazole. Solvent: O1CCCC1 (tetrahydrofuran). Product: hydrochloride salt, C(#N)C1=CC=C(C=C1)NCC1=NC2=C(N1C)C=CC(=C2)C(=O)N(CCC(=O)OCC)C2=NC=CC=C2 (ethyl 3-{[(2-{[(4-cyanophenyl)amino]methyl}-1-methyl-1H-benzimidazol-5-yl)carbonyl](pyridin-2-yl)amino}propanoate). Reaction SMILES: CCCCCCOC(/[N:10]=[C:11](\N)/[C:12]1[CH:13]=[CH:14][C:15]([NH:18][CH2:19][C:20]2[N:28]([CH3:29])[C:27]3[CH:26]=[CH:25][C:24]([C:30]([N:32]([C:40]4[CH:41]=[CH:42][CH:43]=[CH:44][N:45]=4)[CH2:33][CH2:34][C:35]([O:37][CH2:38][CH3:39])=[O:36])=[O:31])=[CH:23][C:22]=3[N:21]=2)=[CH:16][CH:17]=1)=O.NC1C=C(C=CC=1NC)C(N(C1C=CC=CN=1)CCC(OCC)=O)=O.C(C1C=CC(NCC(O)=O)=CC=1)#N>O1CCCC1>[C:11]([C:12]1[CH:17]=[CH:16][C:15]([NH:18][CH2:19][C:20]2[N:28]([CH3:29])[C:27]3[CH:26]=[CH:25][C:24]([C:30]([N:32]([C:40]4[CH:41]=[CH:42][CH:43]=[CH:44][N:45]=4)[CH2:33][CH2:34][C:35]([O:37][CH2:38][CH3:39])=[O:36])=[O:31])=[CH:23][C:22]=3[N:21]=2)=[CH:14][CH:13]=1)#[N:10]. Procedure details: Dabigatran etexilate was first described in U.S. Pat. No. 6,087,380, according to which the synthesis of dabigatran etexilate was carried out in three synthetic steps (see Scheme 1). Example 58 describes the condensation between ethyl 3-{[3-amino-4-(methylamino)benzoyl](pyridin-2-yl)amino}propanoate (compound II) and N-(4-cyanophenyl)glycine (compound III) in the presence of N,N′-carbonyldiimidazole (CDI) in tetrahydrofuran to give the hydrochloride salt of ethyl 3-{[(2-{[(4-cyanophenyl)amino]me... Starting materials: O=C([O-])O, COC(=O)c1cc(C(=O)OC)cc(S(=O)(=O)Cl)c1, CCOC(C)=O, CCO, CI, [Na+], [Na+], [Na+], CN(C)C=O, O, O=S([O-])[O-]. Yields the product COC(=O)c1cc(C(=O)OC)cc(S(C)(=O)=O)c1. Reaction SMILES: [C:7](=[O:8])([OH:9])[O-:10].[CH3:12][O:13][C:14]([c:15]1[cH:16][c:17]([C:18](=[O:19])[O:20][CH3:21])[cH:22][c:23]([S:25](=[O:26])(=[O:27])[Cl:28])[cH:24]1)=[O:29].[CH3:33][CH2:34][O:35][C:36](=[O:37])[CH3:38].[CH3:44][CH2:45][OH:46].[I:30][CH3:31].[Na+:11].[Na+:5].[Na+:6].[O:39]=[CH:40][N:41]([CH3:42])[CH3:43].[OH2:32].[S:1]([O-:2])([O-:3])=[O:4]>>[CH3:7][S:25]([c:23]1[cH:22][c:17]([C:18](=[O:19])[O:20][CH3:21])[cH:16][c:15]([C:14]([O:13][CH3:12])=[O:29])[cH:24]1)(=[O:26])=[O:27]. The reactants are CSC(=N[N+](=O)[O-])NC(C)=O, CC#N, NCc1ccc(Cl)nc1. Yields the product CC(=O)NC(=N[N+](=O)[O-])NCc1ccc(Cl)nc1. Reaction SMILES: [C:1]([CH3:2])(=[O:3])[NH:4][C:5]([S:6][CH3:7])=[N:8][N+:9](=[O:10])[O-:11].[CH3:21][C:22]#[N:23].[NH2:12][CH2:13][c:14]1[cH:15][cH:16][c:17]([Cl:20])[n:18][cH:19]1>>[C:1]([CH3:2])(=[O:3])[NH:4][C:5](=[N:8][N+:9](=[O:10])[O-:11])[NH:12][CH2:13][c:14]1[cH:15][cH:16][c:17]([Cl:20])[n:18][cH:19]1. Starting materials: NC1=C2C(C(=CN(C2=CC(=C1F)F)C1CC1)C(=O)O)=O (5-amino-1-cyclopropyl-6,7-difluoro-1,4-dihydro-4-oxoquinoline-3-carboxylic acid), C[C@@H]1N[C@@H](CNC1)C (cis-2,6-dimethylpiperazine). Solvent: N1=CC=CC=C1 (pyridine). The product is NC1=C2C(C(=CN(C2=CC(=C1F)N1C[C@H](N[C@H](C1)C)C)C1CC1)C(=O)O)=O (5-amino-1-cyclopropyl-6-fluoro-7-(cis-3,5-dimethyl-1-piperazinyl)-1,4-dihydro-4-oxoquinoline-3-carboxylic acid). Yield: 66.8%. As a reaction SMILES: [NH2:1][C:2]1[C:11]([F:12])=[C:10](F)[CH:9]=[C:8]2[C:3]=1[C:4](=[O:20])[C:5]([C:17]([OH:19])=[O:18])=[CH:6][N:7]2[CH:14]1[CH2:16][CH2:15]1.[CH3:21][C@H:22]1[CH2:27][NH:26][CH2:25][C@@H:24]([CH3:28])[NH:23]1>N1C=CC=CC=1>[NH2:1][C:2]1[C:11]([F:12])=[C:10]([N:26]2[CH2:25][C@H:24]([CH3:28])[NH:23][C@H:22]([CH3:21])[CH2:27]2)[CH:9]=[C:8]2[C:3]=1[C:4](=[O:20])[C:5]([C:17]([OH:19])=[O:18])=[CH:6][N:7]2[CH:14]1[CH2:16][CH2:15]1. Procedure details: A mixture of 280 mg of 5-amino-1-cyclopropyl-6,7-difluoro-1,4-dihydro-4-oxoquinoline-3-carboxylic acid, 542 mg of cis-2,6-dimethylpiperazine and 10 ml of pyridine was heated under reflux for 2.5 hours. The solvent was evaporated under reduced pressure. To the residue was added a 1N aqueous solution of sodium hydroxide, and the insoluble matter was removed by filtration. A 10% aqueous solution of acetic acid was added to the filtrate to adjust its pH to 8. The solution was then extracted with chl... The reactants are Cl (hydrochloric acid), CC1(N=C(OC1)C1=C(C=CC=C1)C1=CC=C(C=C1)COC1OCCCC1)C (4,4-dimethyl-2-(4'-tetrahydropyranyloxymethylbiphenyl-2-yl)oxazoline), CO (methanol), C(O)([O-])=O.[Na+] (sodium hydrogencarbonate). Run at time 2 hour. Yields the product CC1(N=C(OC1)C1=C(C=CC=C1C)C1=CC=C(C=C1)O)C (4,4-dimethyl-2-(4'-hydroxy-methylbiphenyl-2-yl)oxazoline). Isolated yield 98.0%. As a reaction SMILES: [CH3:1][C:2]1([CH3:27])[CH2:6][O:5][C:4]([C:7]2[CH:12]=[CH:11][CH:10]=[CH:9][C:8]=2[C:13]2[CH:18]=[CH:17]C(COC3CCCCO3)=[CH:15][CH:14]=2)=[N:3]1.Cl.[C:29](=[O:32])([O-])O.[Na+].[CH3:34]O>>[CH3:27][C:2]1([CH3:1])[CH2:6][O:5][C:4]([C:7]2[C:12]([CH3:34])=[CH:11][CH:10]=[CH:9][C:8]=2[C:13]2[CH:14]=[CH:15][C:29]([OH:32])=[CH:17][CH:18]=2)=[N:3]1 |f:2.3|. Procedure details: 4.0 g (10.9 mmol) of 4,4-dimethyl-2-(4'-tetrahydropyranyloxymethylbiphenyl-2-yl)oxazoline was dissolved in methanol (50 ml), and 6N hydrochloric acid (15 ml) was added thereto, followed by stirring at room temperature for 2 hours. The reaction liquid was poured into a saturated aqueous solution of sodium hydrogencarbonate, followed by the extraction with chloroform. After washing with water and drying, vacuum concentration was conducted. The residue was purified by silica gel column chromatograp... RXN SMILES: [CH3:1][N:2]([c:3]1[cH:4][c:5]([NH:9][c:10]2[n:11][cH:12][n:13][c:14]([NH:16][CH3:17])[cH:15]2)[cH:6][cH:7][cH:8]1)[CH3:18].[CH3:30][N:31]([CH3:32])[CH:33]=[O:34].[Cl:19][c:20]1[c:21]([N:27]=[C:28]=[O:29])[c:22]([Cl:26])[cH:23][cH:24][cH:25]1>>[CH3:1][N:2]([c:3]1[cH:4][c:5]([NH:9][c:10]2[n:11][cH:12][n:13][c:14]([N:16]([CH3:17])[C:28]([NH:27][c:21]3[c:20]([Cl:19])[cH:25][cH:24][cH:23][c:22]3[Cl:26])=[O:29])[cH:15]2)[cH:6][cH:7][cH:8]1)[CH3:18]. Product: CN(C)c1cccc(Nc2cc(N(C)C(=O)Nc3c(Cl)cccc3Cl)ncn2)c1. The reactants are CNc1cc(Nc2cccc(N(C)C)c2)ncn1, CN(C)C=O, O=C=Nc1c(Cl)cccc1Cl. Starting materials: ClC1=C(C=NC2=CC(=C(C=C12)OCC)OCC)C#N (4-chloro-6,7-diethoxy-3-quinolinecarbonitrile), FC=1C=C(CN)C=CC1F (3,4-difluorobenzylamine). Product: FC=1C=C(C=CC1F)CNC1=C(C=NC2=CC(=C(C=C12)OCC)OCC)C#N (4-(3,4-Difluorophenylmethylamino)-6,7-diethoxy-3-quinolinecarbonitrile). As a reaction SMILES: Cl[C:2]1[C:11]2[C:6](=[CH:7][C:8]([O:15][CH2:16][CH3:17])=[C:9]([O:12][CH2:13][CH3:14])[CH:10]=2)[N:5]=[CH:4][C:3]=1[C:18]#[N:19].[F:20][C:21]1[CH:22]=[C:23]([CH:26]=[CH:27][C:28]=1[F:29])[CH2:24][NH2:25]>>[F:20][C:21]1[CH:22]=[C:23]([CH2:24][NH:25][C:2]2[C:11]3[C:6](=[CH:7][C:8]([O:15][CH2:16][CH3:17])=[C:9]([O:12][CH2:13][CH3:14])[CH:10]=3)[N:5]=[CH:4][C:3]=2[C:18]#[N:19])[CH:26]=[CH:27][C:28]=1[F:29]. Reported procedure: In the manner of Example 61 reaction of 4-chloro-6,7-diethoxy-3-quinolinecarbonitrile with 3,4-difluorobenzylamine gave the title compound as a tan solid, mp167-169° C.